From a dataset of the Open Reaction Database (ORD), a public repository of structured organic reaction records. describe an organic reaction: reactants, conditions, products, and yield The reactants are Formula 7, product 4a, Formula 6, C1(=CC=C2C=CC3=CC=CC4=CC=C1C2=C34)B(O)O (1-pyreneboronic acid), C([O-])([O-])=O.[K+].[K+] (potassium carbonate), C1(=CC=CC=C1)C (toluene). The reagents and catalysts are C=1C=CC(=CC1)[P](C=2C=CC=CC2)(C=3C=CC=CC3)[Pd]([P](C=4C=CC=CC4)(C=5C=CC=CC5)C=6C=CC=CC6)([P](C=7C=CC=CC7)(C=8C=CC=CC8)C=9C=CC=CC9)[P](C=1C=CC=CC1)(C=1C=CC=CC1)C=1C=CC=CC1 (Pd(PPh3)4). Reaction conditions: temperature 60 celsius. Yields the product C1(=CC=CC=C1)C1C2=CC=C(C=C2C=2C=C(C=CC2C1C1=CC=CC=C1)C1=CC=C2C=CC3=CC=CC4=CC=C1C2=C34)C3=CC=C4C=CC2=CC=CC1=CC=C3C4=C21 ((9,10-diphenyl-9,10-dihydrophenanthrene-3,6-diyl)dipyrene). Yield: 69.0%. Reaction SMILES: [C:1]1(B(O)O)[C:14]2[C:15]3=[C:16]4[C:11](=[CH:12][CH:13]=2)[CH:10]=[CH:9][CH:8]=[C:7]4[CH:6]=[CH:5][C:4]3=[CH:3][CH:2]=1.C(=O)([O-])[O-].[K+].[K+].[C:26]1([CH3:32])[CH:31]=[CH:30][CH:29]=[CH:28][CH:27]=1>C1C=CC([P]([Pd]([P](C2C=CC=CC=2)(C2C=CC=CC=2)C2C=CC=CC=2)([P](C2C=CC=CC=2)(C2C=CC=CC=2)C2C=CC=CC=2)[P](C2C=CC=CC=2)(C2C=CC=CC=2)C2C=CC=CC=2)(C2C=CC=CC=2)C2C=CC=CC=2)=CC=1>[C:26]1([CH:32]2[CH:5]([C:4]3[CH:15]=[CH:14][CH:1]=[CH:2][CH:3]=3)[C:6]3[CH:7]=[CH:8][C:9]([C:15]4[C:8]5[C:7]6=[C:16]7[C:11](=[CH:10][CH:9]=5)[CH:12]=[CH:13][CH:14]=[C:1]7[CH:2]=[CH:3][C:6]6=[CH:5][CH:4]=4)=[CH:10][C:32]=3[C:26]3[C:31]2=[CH:30][CH:29]=[C:28]([C:14]2[C:1]4[C:16]5=[C:7]6[C:6](=[CH:3][CH:2]=4)[CH:5]=[CH:4][CH:15]=[C:8]6[CH:9]=[CH:10][C:11]5=[CH:12][CH:13]=2)[CH:27]=3)[CH:31]=[CH:30][CH:29]=[CH:28][CH:27]=1 |f:1.2.3,^1:36,38,57,76|. Procedure: As illustrated in Formula 7, the product 4a in Formula 6 (1.0 g, 2.05 mmol), 1-pyreneboronic acid (1.53 g, 6.2 mmol), potassium carbonate solution (2.0 M, 10 mL), and dried toluene (30 mL) were charged in a two-necked bottle. The bottle was deoxygenated and purged with nitrogen, and the mixture in the bottle was stirred at 60° C. until it was totally dissolved. The nitrogen pressure of the bottle was increased, and Pd(PPh3)4 (243 mg, 0.21 mmol) was rapidly added into the bottle. The reaction was... Reactants: O1CCCC1 (tetrahydrofuran), S1C2=C(C=C1)C(CCC2)N=C=S (4,5,6,7-tetrahydrobenzo[b]thien-4-yl isothiocyanate), N1CCCCC1 (piperidine). Solvent: CCOCC (Ether). Run at time 2.5 hour. The product is S1C2=C(C=C1)C(CCC2)NC(=S)C2CCNCC2 (N-(4,5,6,7-tetrahydrobenzo[b]thien-4-yl)-4-piperidinethiocarboxamide). Reaction SMILES: O1CCCC1.[S:6]1[CH:10]=[CH:9][C:8]2[CH:11]([N:15]=[C:16]=[S:17])[CH2:12][CH2:13][CH2:14][C:7]1=2.[NH:18]1[CH2:23][CH2:22][CH2:21][CH2:20][CH2:19]1>CCOCC>[S:6]1[CH:10]=[CH:9][C:8]2[CH:11]([NH:15][C:16]([CH:21]3[CH2:22][CH2:23][NH:18][CH2:19][CH2:20]3)=[S:17])[CH2:12][CH2:13][CH2:14][C:7]1=2. Procedure details: In 50 ml. of tetrahydrofuran, 5.85 grams of 4,5,6,7-tetrahydrobenzo[b]thien-4-yl isothiocyanate is stirred and 2.81 grams of piperidine is added. An exotherm is observed and a temperature rises to about 40° C. to 50° C. After 2.5 hours, the mixture is heated at reflux temperature for 3.5 hours. After stirring overnight, the mixture is evaporated to dryness to afford a sticky yellow-brown solid. Ether is added to this material and the off-white, insoluble product is collected. The crude product, ... Reactants: (R)-1-(S)-1-pyrrolidin-2-ylmethyl-pyrrolidin-3-ol, ClC1=C(C(=CC=C1)Cl)CS(=O)(=O)C=1C=C2/C(/C(NC2=CC1)=O)=C/C1=C(C(=C(N1)C)C(=O)O)C (5-[5-(2,6-dichloro-phenylmethanesulfonyl)-2-oxo-1,2-dihydro-indol-(3Z)-ylidenemethyl]-2,4-dimethyl-1H-pyrrole-3-carboxylic acid), C=1C=CC2=C(C1)N=NN2O (HOBt), CCN=C=NCCCN(C)C (EDAC), CN(C)C=O (DMF), CN(C)C=O (DMF). Run at time 10 minute. Yields the product ClC1=C(C(=CC=C1)Cl)CS(=O)(=O)C=1C=C2/C(/C(NC2=CC1)=O)=C/C=1NC(=C(C1C)C(=O)N1[C@@H](CCC1)CN1C[C@@H](CC1)O)C (5-(2,6-Dichloro-phenylmethanesulfonyl)-3-[1-{4-[(S)-2-((R)-3-hydroxy-pyrrolidin-1-ylmethyl)-pyrrolidine-1-carbonyl]-3,5-dimethyl-1H-pyrrol-2-yl}-meth-(Z)-ylidene]-1,3-dihydro-indol-2-one). Isolated yield 30.0%. Reaction SMILES: [Cl:1][C:2]1[CH:7]=[CH:6][CH:5]=[C:4]([Cl:8])[C:3]=1[CH2:9][S:10]([C:13]1[CH:14]=[C:15]2[C:19](=[CH:20][CH:21]=1)[NH:18][C:17](=[O:22])/[C:16]/2=[CH:23]\[C:24]1[NH:28][C:27]([CH3:29])=[C:26]([C:30]([OH:32])=O)[C:25]=1[CH3:33])(=[O:12])=[O:11].[CH:34]1[CH:35]=CC2N(O)N=[N:40][C:38]=2[CH:39]=1.CCN=C=N[CH2:49][CH2:50][CH2:51][N:52]([CH3:54])[CH3:53].CN(C=[O:59])C>>[Cl:1][C:2]1[CH:7]=[CH:6][CH:5]=[C:4]([Cl:8])[C:3]=1[CH2:9][S:10]([C:13]1[CH:14]=[C:15]2[C:19](=[CH:20][CH:21]=1)[NH:18][C:17](=[O:22])/[C:16]/2=[CH:23]\[C:24]1[NH:28][C:27]([CH3:29])=[C:26]([C:30]([N:40]2[CH2:35][CH2:34][CH2:39][C@H:38]2[CH2:54][N:52]2[CH2:51][CH2:50][C@@H:49]([OH:59])[CH2:53]2)=[O:32])[C:25]=1[CH3:33])(=[O:11])=[O:12]. Procedure: A mixture of 5-[5-(2,6-dichloro-phenylmethanesulfonyl)-2-oxo-1,2-dihydro-indol-(3Z)-ylidenemethyl]-2,4-dimethyl-1H-pyrrole-3-carboxylic acid (200 mg, 0.4 mmol), HOBt (54 mg, 1 eq.) and EDAC (77 mg, 1 eq.) in DMF (1.5 mL) was stirred at rt for 10 mins. To the mixture was then added (R)-1-(S)-1-pyrrolidin-2-ylmethyl-pyrrolidin-3-ol (200 mg, 3 eq.) in DMF (1.5 mL). After stirring at rt for over the weekend, the precipitate was collected by vacuum filtration, washed with water, sodium bicarbonate an... Reactants: [Br-], O=C(c1cccnc1)c1cccs1, O=C(O)CCCCC[P+](c1ccccc1)(c1ccccc1)c1ccccc1, CS(C)=O, [H-], [Na+], C1CCOC1, O. The product is O=C(O)CCCCC=C(c1cccnc1)c1cccs1. Reaction SMILES: [Br-:7].[C:35]([c:36]1[cH:37][n:38][cH:39][cH:40][cH:41]1)(=[O:42])[c:43]1[s:44][cH:45][cH:46][cH:47]1.[C:8](=[O:9])([OH:10])[CH2:11][CH2:12][CH2:13][CH2:14][CH2:15][P+:16]([c:17]1[cH:18][cH:19][cH:20][cH:21][cH:22]1)([c:23]1[cH:24][cH:25][cH:26][cH:27][cH:28]1)[c:29]1[cH:30][cH:31][cH:32][cH:33][cH:34]1.[CH3:3][S:4](=[O:5])[CH3:6].[H-:1].[Na+:2].[O:48]1[CH2:49][CH2:50][CH2:51][CH2:52]1.[OH2:53]>>[C:8](=[O:9])([OH:10])[CH2:11][CH2:12][CH2:13][CH2:14][CH:15]=[C:35]([c:36]1[cH:37][n:38][cH:39][cH:40][cH:41]1)[c:43]1[s:44][cH:45][cH:46][cH:47]1. Reactants: O (water), FC=1C=C2CNC(C2=CC1F)=O (5,6-difluoro-2,3-dihydro-1H-isoindol-1-one), [H-].[Na+] (sodium hydride), BrCC1=CC=C(C=C1)C(C(=O)OC(C)(C)C)C1CCCC1 (tert-butyl(+/−)-[4-(bromomethyl)phenyl](cyclopentyl)acetate). The solvent is C(C)(=O)OCC (ethyl acetate), CN(C)C=O (DMF). Conditions: time 30 minute. The product is C1(CCCC1)C(C(=O)OC(C)(C)C)C1=CC=C(C=C1)CN1C(C2=CC(=C(C=C2C1)F)F)=O (tert-Butyl(+/−)-cyclopentyl{4-[(5,6-difluoro-1-oxo-1,3-dihydro-2H-isoindol-2-yl)methyl]-phenyl}acetate). RXN SMILES: [F:1][C:2]1[CH:3]=[C:4]2[C:8](=[CH:9][C:10]=1[F:11])[C:7](=[O:12])[NH:6][CH2:5]2.[H-].[Na+].Br[CH2:16][C:17]1[CH:22]=[CH:21][C:20]([CH:23]([CH:31]2[CH2:35][CH2:34][CH2:33][CH2:32]2)[C:24]([O:26][C:27]([CH3:30])([CH3:29])[CH3:28])=[O:25])=[CH:19][CH:18]=1.O>CN(C=O)C.C(OCC)(=O)C>[CH:31]1([CH:23]([C:20]2[CH:21]=[CH:22][C:17]([CH2:16][N:6]3[CH2:5][C:4]4[C:8](=[CH:9][C:10]([F:11])=[C:2]([F:1])[CH:3]=4)[C:7]3=[O:12])=[CH:18][CH:19]=2)[C:24]([O:26][C:27]([CH3:28])([CH3:30])[CH3:29])=[O:25])[CH2:35][CH2:34][CH2:33][CH2:32]1 |f:1.2|. Procedure details: At 0° C., 60 mg (0.355 mmol) of 5,6-difluoro-2,3-dihydro-1H-isoindol-1-one were added to 21.3 mg (0.53 mmol, 60% pure) of sodium hydride in 1 ml of DMF. The mixture was stirred for 30 min, and 125.3 mg (0.35 mmol) of tert-butyl(+/−)-[4-(bromomethyl)phenyl](cyclopentyl)acetate were then added at 0° C. The reaction mixture was stirred for a further 2 h, and water and ethyl acetate were then added. The organic phase was washed with saturated sodium chloride solution and dried over magnesium sulfate...